This data is from the Open Reaction Database (ORD), a public repository of structured organic reaction records. The task is: describe an organic reaction: reactants, conditions, products, and yield Starting materials: C(\C=C/C(=O)[O-])(=O)[O-] (maleate), FC=1C=CC2=C(SC3=C(C(=C2)N2CCN(CC2)C)C=C(C=C3)C(C)C)C1 (3-fluoro-8-isopropyl-10-(4-methylpiperazino)dibenzo(b,f)thiepin), FC=1C=CC2=C(SC3=C(C(C2)=O)C=C(C=C3)C(C)C)C1 (3-fluoro-8-isopropyldibenzo(b,f)thiepin-10(11H)-one), CN1CCNCC1 (1-methylpiperazine), C(\C=C/C(=O)O)(=O)O (maleic acid), ethanol-ether. Reagents/catalysts: [Ti](Cl)(Cl)(Cl)Cl (titanium tetrachloride). Solvent: CCOCC (ether), O (water), C1=CC=CC=C1 (benzene), C(C)O (ethanol), C1=CC=CC=C1 (benzene), C1=CC=CC=C1 (benzene). The product is FC=1C=CC2=C(SC3=C(C(C2)N2CCN(CC2)C)C=C(C=C3)C(C)C)C1 (3-Fluoro-8-isopropyl-10-(4-methylpiperazino)-10,11-dihydrodibenzo(b,f)thiepin). As a reaction SMILES: FC1C=CC2CC(=O)C3C=C(C(C)C)C=CC=3SC=2C=1.CN1CCNCC1.C(O)(=O)/C=C\C(O)=O.C([O-])(=O)/C=C\C([O-])=O.[F:44][C:45]1[CH:46]=[CH:47][C:48]2[CH:54]=[C:53]([N:55]3[CH2:60][CH2:59][N:58]([CH3:61])[CH2:57][CH2:56]3)[C:52]3[CH:62]=[C:63]([CH:66]([CH3:68])[CH3:67])[CH:64]=[CH:65][C:51]=3[S:50][C:49]=2[CH:69]=1>C1C=CC=CC=1.C(O)C.[Ti](Cl)(Cl)(Cl)Cl.CCOCC.O>[F:44][C:45]1[CH:46]=[CH:47][C:48]2[CH2:54][CH:53]([N:55]3[CH2:56][CH2:57][N:58]([CH3:61])[CH2:59][CH2:60]3)[C:52]3[CH:62]=[C:63]([CH:66]([CH3:67])[CH3:68])[CH:64]=[CH:65][C:51]=3[S:50][C:49]=2[CH:69]=1. Procedure details: A stirred solution of 8.0 g 3-fluoro-8-isopropyldibenzo(b,f)thiepin-10(11H)-one in 55 ml benzene is treated with a solution of 2.8 g titanium tetrachloride in 14 ml benzene added dropwise. 14 g of 1-methylpiperazine are then slowly added and the mixture refluxed for 16 hours. After cooling, it is decomposed with 80 ml water, added dropwise. 100 ml benzene are then added and the separated solid is filtered. The benzene layer of the filtrate is washed with water, dried with potassium carbonate and... The reactants are Clc1nc(N2CCOCC2)c2sc(CN3CCN(C4CCOCC4)CC3)cc2n1, OB(O)c1cccc2[nH]ccc12. The product is c1cc(-c2nc(N3CCOCC3)c3sc(CN4CCN(C5CCOCC5)CC4)cc3n2)c2cc[nH]c2c1. As a reaction SMILES: [Cl:1][c:2]1[n:3][c:4]([N:24]2[CH2:25][CH2:26][O:27][CH2:28][CH2:29]2)[c:5]2[c:6]([n:7]1)[cH:8][c:9]([CH2:11][N:12]1[CH2:13][CH2:14][N:15]([CH:18]3[CH2:19][CH2:20][O:21][CH2:22][CH2:23]3)[CH2:16][CH2:17]1)[s:10]2.[nH:30]1[cH:31][cH:32][c:33]2[c:34]([B:39]([OH:40])[OH:41])[cH:35][cH:36][cH:37][c:38]12>>[c:2]1(-[c:34]2[c:33]3[cH:32][cH:31][nH:30][c:38]3[cH:37][cH:36][cH:35]2)[n:3][c:4]([N:24]2[CH2:25][CH2:26][O:27][CH2:28][CH2:29]2)[c:5]2[c:6]([n:7]1)[cH:8][c:9]([CH2:11][N:12]1[CH2:13][CH2:14][N:15]([CH:18]3[CH2:19][CH2:20][O:21][CH2:22][CH2:23]3)[CH2:16][CH2:17]1)[s:10]2. Solvent: CN(C)C=O (DMF), CN(C)C=O (DMF), CN(C)C=O (DMF). Product: BrC1=CC(=C(C=C1OCC)N1C(NC(=CC1=O)C(F)(F)F)=O)F (3-(4-bromo-5-ethoxy-2-fluorophenyl)-6-trifluoromethyl-2,4(1H,3H)-pyrimidinedione). Starting materials: BrC1=CC(=C(C=C1OCC)NC(OCC)=O)F (ethyl N-(4-bromo-5-ethoxy-2-fluorophenyl)-carbamate), C[O-].[Na+] (sodium methoxide), N\C(=C/C(=O)OCC)\C(F)(F)F (Ethyl 3-amino-4,4,4-trifluorocrotonate). Procedure: Ethyl 3-amino-4,4,4-trifluorocrotonate (3.42 g) was dissolved in DMF (19 ml). To this solution, a suspension of sodium methoxide (1.10 g) in DMF was added dropwise at 5° C., and the mixture was stirred at 5° C. for 30 minutes. Then, a DNF solution of ethyl N-(4-bromo-5-ethoxy-2-fluorophenyl)-carbamate was added dropwise thereto, and the mixture was stirred at 130° C. for 4 hours. After the reaction, DMF was distilled off under reduced pressure. Then, the residue was acidified by adding diluted h... Conditions: temperature 5 celsius, time 30 minute. RXN SMILES: [NH2:1]/[C:2](/[C:9]([F:12])([F:11])[F:10])=[CH:3]\[C:4]([O:6]CC)=O.C[O-].[Na+].[Br:16][C:17]1[C:22]([O:23][CH2:24][CH3:25])=[CH:21][C:20]([NH:26][C:27](=O)[O:28]CC)=[C:19]([F:32])[CH:18]=1>CN(C=O)C>[Br:16][C:17]1[C:22]([O:23][CH2:24][CH3:25])=[CH:21][C:20]([N:26]2[C:4](=[O:6])[CH:3]=[C:2]([C:9]([F:10])([F:11])[F:12])[NH:1][C:27]2=[O:28])=[C:19]([F:32])[CH:18]=1 |f:1.2|. The reactants are P([O-])([O-])=O (phosphonate), [Li] (lithium), P(O)(O)=O.C1NC=CC2=CC=CC=C12 (Dihydroisoquinoline Phosphonate), N (ammonia). Solvent: C(C)(C)(C)O (tert-butanol). Conditions: temperature -78 celsius. The product is C1NCCC2CC=CC=C12 (Hexahydroisoquinoline). Reaction SMILES: P(=O)([O-])[O-].P(=O)(O)O.[CH2:9]1[C:18]2[C:13](=[CH:14][CH:15]=[CH:16][CH:17]=2)[CH:12]=[CH:11][NH:10]1.N.[Li]>C(O)(C)(C)C>[CH2:9]1[C:18]2[CH:13]([CH2:14][CH:15]=[CH:16][CH:17]=2)[CH2:12][CH2:11][NH:10]1 |f:1.2,^1:19|. Procedure: The procedures of Examples 1 and 2 are followed without isolation of the intermediate phosphonate of formula (III). The reaction solution resulting from the Wittig reaction of Example 2 is cooled to -78° C. and the procedure of Example 4 is followed with the addition of ammonia followed by 15 molar equivalents each of tert-butanol and lithium metal. The solution is refluxed at -33° C. for no more than 15 minutes and is then worked up as in Example 4 to yield the hexahydro-isoquinoline derivative...